From a dataset of the Open Reaction Database (ORD), a public repository of structured organic reaction records. describe an organic reaction: reactants, conditions, products, and yield Starting materials: [Br-], O=C([O-])O, CC(=O)[O-], CN(C)C=O, [K+], [Na+], Cc1cccc(C(Br)C(=O)c2ccc3c(c2)OCO3)[nH+]1. The product is CC(=O)OC(C(=O)c1ccc2c(c1)OCO2)c1cccc(C)n1. Reaction SMILES: [Br-:1].[C:27](=[O:28])([O-:29])[OH:30].[CH3:23][C:24]([O-:25])=[O:26].[CH3:32][N:33]([CH3:34])[CH:35]=[O:36].[K+:22].[Na+:31].[O:2]1[CH2:3][O:4][c:5]2[c:6]1[cH:7][cH:8][c:9]([C:11]([CH:12]([Br:13])[c:14]1[nH+:15][c:16]([CH3:20])[cH:17][cH:18][cH:19]1)=[O:21])[cH:10]2>>[O:2]1[CH2:3][O:4][c:5]2[c:6]1[cH:7][cH:8][c:9]([C:11]([CH:12]([c:14]1[n:15][c:16]([CH3:20])[cH:17][cH:18][cH:19]1)[O:26][C:24]([CH3:23])=[O:25])=[O:21])[cH:10]2. The reactants are [N+](=O)([O-])C1=C(C=CC=C1[N+](=O)[O-])O (2,3-dinitrophenol), [H][H] (hydrogen). Reagents/catalysts: [Pd] (Pd/C). Run in C(C)O (ethanol). The product is NC1=C(C=CC=C1N)O (2,3-diaminophenol). Yield: 131.8%. RXN SMILES: [N+:1]([C:4]1[C:9]([N+:10]([O-])=O)=[CH:8][CH:7]=[CH:6][C:5]=1[OH:13])([O-])=O.[H][H]>C(O)C.[Pd]>[NH2:1][C:4]1[C:9]([NH2:10])=[CH:8][CH:7]=[CH:6][C:5]=1[OH:13]. Procedure details: 2,3-dinitrophenol (80%) 25 g (0.11 mol) was dissolved in 700 ml ethanol and 0.5 g Pd/C was added. The mixture was hydrogenated at room temperature until the uptake of hydrogen ceased (4 h). The solution was filtered (celite) in N2 -atmosphere and evaporated to dryness in vacuo to give the title compound as an unstable oil (18 g), which was used immediately for the next step. Starting materials: Compound ( 45 ), Compound ( 41 ), CC1=CC(=NN1C1=CC=CC=C1)N(N)C1=CC=CC=C1 (5-methyl-1-phenyl-3-(1-phenylhydrazino)-pyrazole), C1(=CC=CC=C1)N(N)C1=NNC=C1 (1-phenylhydrazino-pyrazole). The product is CC1=CC(=NN1C1=CC=CC=C1)N(N)C1=CC=CC=C1.CC1=CC(=NN1C1=CC=CC=C1)N(N)C1=CC=CC=C1 (5-Methyl-1-Phenyl-3-(1-Phenylhydrazino)-Pyrazole 5-Methyl-1-phenyl-3-(1-phenylhydrazino)-pyrazole). As a reaction SMILES: [CH3:1][C:2]1[N:6]([C:7]2[CH:12]=[CH:11][CH:10]=[CH:9][CH:8]=2)[N:5]=[C:4]([N:13]([C:15]2[CH:20]=[CH:19][CH:18]=[CH:17][CH:16]=2)[NH2:14])[CH:3]=1.C1(N(C2C=CNN=2)N)C=CC=CC=1>>[CH3:1][C:2]1[N:6]([C:7]2[CH:8]=[CH:9][CH:10]=[CH:11][CH:12]=2)[N:5]=[C:4]([N:13]([C:15]2[CH:20]=[CH:19][CH:18]=[CH:17][CH:16]=2)[NH2:14])[CH:3]=1.[CH3:1][C:2]1[N:6]([C:7]2[CH:8]=[CH:9][CH:10]=[CH:11][CH:12]=2)[N:5]=[C:4]([N:13]([C:15]2[CH:20]=[CH:19][CH:18]=[CH:17][CH:16]=2)[NH2:14])[CH:3]=1 |f:2.3|. Procedure details: Compound (45) can be prepared by the procedure for Compound (41) except 5-methyl-1-phenyl-3-(1-phenylhydrazino)-pyrazole (2.64 g, 0.01 mole) is replaced with 0.1 mole of 1-phenylhydrazino-pyrazole.